This data is from the Open Reaction Database (ORD), a public repository of structured organic reaction records. The task is: describe an organic reaction: reactants, conditions, products, and yield Starting materials: O (water), O (water), CN(C=O)C (dimethylformamide), ClC=1C=C(C=C(C1)Cl)C(=CC(=O)C1=CC(=C(C(=O)O)C=C1)C)C(F)(F)F (4-(3-(3,5-dichlorophenyl)-4,4,4-trifluoro-2-butenoyl)-2-methylbenzoic acid), C1(=CC=CC=C1)C (toluene), resultant solution. Solvent: [OH-].[Na+] (sodium hydroxide), S(=O)(=O)(O)O.NO (hydroxylamine sulfate). Conditions: temperature 0 celsius. The product is ClC=1C=C(C=C(C1)Cl)C1(CC(=NO1)C1=CC(=C(C(=O)O)C=C1)C)C(F)(F)F (4-(5-(3,5-dichlorophenyl)-5-trifluoromethyl-4,5-dihydroisoxazol-3-yl)-2-methylbenzoic acid). RXN SMILES: C[N:2](C)C=O.[Cl:6][C:7]1[CH:8]=[C:9]([C:14]([C:28]([F:31])([F:30])[F:29])=[CH:15][C:16]([C:18]2[CH:26]=[CH:25][C:21]([C:22]([OH:24])=[O:23])=[C:20]([CH3:27])[CH:19]=2)=O)[CH:10]=[C:11]([Cl:13])[CH:12]=1.C1(C)C=CC=CC=1.[OH2:39]>[OH-].[Na+].S(O)(O)(=O)=O.NO>[Cl:6][C:7]1[CH:8]=[C:9]([C:14]2([C:28]([F:31])([F:30])[F:29])[O:39][N:2]=[C:16]([C:18]3[CH:26]=[CH:25][C:21]([C:22]([OH:24])=[O:23])=[C:20]([CH3:27])[CH:19]=3)[CH2:15]2)[CH:10]=[C:11]([Cl:13])[CH:12]=1 |f:4.5,6.7|. Reported procedure: 3.2 g of dimethylformamide was added to solution in which 1.61 g of 4-(3-(3,5-dichlorophenyl)-4,4,4-trifluoro-2-butenoyl)-2-methylbenzoic acid was dissolved into 8.51 g of toluene, and the mixture was cooled to 0° C. A solution in which 0.64 g of sodium hydroxide was dissolved into 1.6 g of water was added to the mixture, and a solution in which 0.46 g of hydroxylamine sulfate dissolved into 1.11 g of water was slowly added in dropwise with care not to generate heat. After reacting the mixture f... Reactants: O=C1CCC(=O)N1Br, COc1cnc2[nH]ccc2c1, C1CCOC1. The product is COc1cnc2[nH]cc(Br)c2c1. As a reaction SMILES: [Br:12][N:13]1[C:14](=[O:15])[CH2:16][CH2:17][C:18]1=[O:19].[CH3:1][O:2][c:3]1[cH:4][c:5]2[c:6]([n:7][cH:8]1)[nH:9][cH:10][cH:11]2.[O:20]1[CH2:21][CH2:22][CH2:23][CH2:24]1>>[CH3:1][O:2][c:3]1[cH:4][c:5]2[c:6]([n:7][cH:8]1)[nH:9][cH:10][c:11]2[Br:12]. Starting materials: C(C=C)OC(=O)N1[C@@H](C[C@H](C1)O)C(=O)OC ((2S,4R)-1-allyloxycarbonyl-2-methoxycarbonyl-4-hydroxypyrrolidine), [BH4-].[Na+] (sodium borohydride), CC(=O)C (acetone). The solvent is C(C)O (ethanol), C(C)O (ethanol). Run at temperature 40 celsius, time 4 hour. The product is C(C=C)OC(=O)N1[C@@H](C[C@H](C1)O)CO ((2S,4R)-1-allyloxycarbonyl-4-hydroxy-2-hydroxymethylpyrrolidine). The yield is 50.7%. Reaction SMILES: [BH4-].[Na+].[CH2:3]([O:6][C:7]([N:9]1[CH2:13][C@H:12]([OH:14])[CH2:11][C@H:10]1[C:15](OC)=[O:16])=[O:8])[CH:4]=[CH2:5].CC(C)=O>C(O)C>[CH2:3]([O:6][C:7]([N:9]1[CH2:13][C@H:12]([OH:14])[CH2:11][C@H:10]1[CH2:15][OH:16])=[O:8])[CH:4]=[CH2:5] |f:0.1|. Procedure: To a suspension of sodium borohydride (5 g) in ethanol (50 ml) was added (2S,4R)-1-allyloxycarbonyl-2-methoxycarbonyl-4-hydroxypyrrolidine (10 g) in ethanol (10 ml) at 5° C. and the resulting mixture was stirred at 40° C. for 4 hours. After cooling to 0° C., the reaction mixture was added dropwise to cooled acetone (20 ml) at 10° C. The mixture was evaporated in vacuo and the residue was extracted with ethyl acetate (200 ml×2). The organic layer was washed with brine, dried over magnesium sulfat... Starting materials: C1(C=2C(C(N1CCC1=CC=CC(=N1)NC(=O)NC=1N=C(SC1)C1=CC=NC=C1)=O)=CC=CC2)=O (1-{6-[2-phthalimidylethyl]pyridin-2-yl}-3-(2-pyridin-4-yl-thiazol-4-yl)urea), CCO (EtOH), O.NN (hydrazine hydrate). Run in C(Cl)(Cl)Cl (CHCl3). Product: NCCC1=CC=CC(=N1)NC(=O)NC=1N=C(SC1)C1=CC=NC=C1 (1-{6-[2-Aminoethyl]pyridin-2-yl}-3-(2-pyridin-4-yl-thiazol-4-yl)urea). As a reaction SMILES: C1(=O)[N:5]([CH2:6][CH2:7][C:8]2[N:13]=[C:12]([NH:14][C:15]([NH:17][C:18]3[N:19]=[C:20]([C:23]4[CH:28]=[CH:27][N:26]=[CH:25][CH:24]=4)[S:21][CH:22]=3)=[O:16])[CH:11]=[CH:10][CH:9]=2)C(=O)C2=CC=CC=C12.CCO.O.NN>C(Cl)(Cl)Cl>[NH2:5][CH2:6][CH2:7][C:8]1[N:13]=[C:12]([NH:14][C:15]([NH:17][C:18]2[N:19]=[C:20]([C:23]3[CH:24]=[CH:25][N:26]=[CH:27][CH:28]=3)[S:21][CH:22]=2)=[O:16])[CH:11]=[CH:10][CH:9]=1 |f:2.3|. Procedure details: To a mixture of 1-{6-[2-(phthalimidyl)ethyl]-pyridin-2-yl}-3-(2-pyridin-4-yl-thiazol-4-yl)urea (75 mg, 0.16 mmol, Example 88) and EtOH (10 mL) was added hydrazine hydrate (0.1 mL, 0.18 mmol). The mixture was heated at reflux for 2 h then cooled to RT. The residue was dissolved in 3:1 CHCl3/IpOH, washed with saturated NaHCO3, dried (MgSO4) and concentrated in vacuo to afford the title compound as a yellow solid. MS m/z: 341.0 (M+H). Calc'd for C16H16N6OS: 340.11. Starting materials: CO, Cl, COC(=O)c1ccc(-c2cnc3nnc(C4(c5ccc6ncccc6c5)CC4)n3n2)cc1F, [Li+], C1CCOC1, [OH-], O. The product is O=C(O)c1ccc(-c2cnc3nnc(C4(c5ccc6ncccc6c5)CC4)n3n2)cc1F. Reaction SMILES: [CH3:42][OH:43].[ClH:36].[F:1][c:2]1[c:3]([C:4](=[O:5])[O:6][CH3:7])[cH:8][cH:9][c:10](-[c:12]2[cH:13][n:14][c:15]3[n:16]([n:17]2)[c:18]([C:21]2([c:24]4[cH:25][c:26]5[cH:27][cH:28][cH:29][n:30][c:31]5[cH:32][cH:33]4)[CH2:22][CH2:23]2)[n:19][n:20]3)[cH:11]1.[Li+:34].[O:37]1[CH2:38][CH2:39][CH2:40][CH2:41]1.[OH-:35].[OH2:44]>>[F:1][c:2]1[c:3]([C:4](=[O:5])[OH:6])[cH:8][cH:9][c:10](-[c:12]2[cH:13][n:14][c:15]3[n:16]([n:17]2)[c:18]([C:21]2([c:24]4[cH:25][c:26]5[cH:27][cH:28][cH:29][n:30][c:31]5[cH:32][cH:33]4)[CH2:22][CH2:23]2)[n:19][n:20]3)[cH:11]1. Reactants: BrCCCCBr, C1CCOC1, C[Si](C)(C)[N-][Si](C)(C)C, [Na+], COc1cc(-c2nc3ccccc3o2)ccc1CC#N. Yields the product COc1cc(-c2nc3ccccc3o2)ccc1C1(C#N)CCCC1. RXN SMILES: [Br:31][CH2:32][CH2:33][CH2:34][CH2:35][Br:36].[CH2:37]1[O:38][CH2:39][CH2:40][CH2:41]1.[CH3:21][Si:22]([N-:23][Si:24]([CH3:25])([CH3:26])[CH3:27])([CH3:28])[CH3:29].[Na+:30].[o:1]1[c:2](-[c:10]2[cH:11][c:12]([O:19][CH3:20])[c:13]([CH2:16][C:17]#[N:18])[cH:14][cH:15]2)[n:3][c:4]2[c:5]1[cH:6][cH:7][cH:8][cH:9]2>>[o:1]1[c:2](-[c:10]2[cH:11][c:12]([O:19][CH3:20])[c:13]([C:16]3([C:17]#[N:18])[CH2:32][CH2:33][CH2:34][CH2:35]3)[cH:14][cH:15]2)[n:3][c:4]2[c:5]1[cH:6][cH:7][cH:8][cH:9]2. Reactants: CC(=O)Cl, CCOC(C)=O, CO, CCN(C(C)C)C(C)C, ClCCl, Cl, Cc1ccc(-c2ccnc(N)c2)cc1. The product is CC(=O)N(C(C)=O)c1cc(-c2ccc(C)cc2)ccn1. Reaction SMILES: [CH3:24][C:25]([Cl:26])=[O:27].[CH3:29][CH2:30][O:31][C:32](=[O:33])[CH3:34].[CH3:38][OH:39].[CH:15]([N:16]([CH2:17][CH3:18])[CH:19]([CH3:20])[CH3:21])([CH3:22])[CH3:23].[Cl:35][CH2:36][Cl:37].[ClH:28].[NH2:1][c:2]1[n:3][cH:4][cH:5][c:6](-[c:8]2[cH:9][cH:10][c:11]([CH3:14])[cH:12][cH:13]2)[cH:7]1>>[N:1]([c:2]1[n:3][cH:4][cH:5][c:6](-[c:8]2[cH:9][cH:10][c:11]([CH3:14])[cH:12][cH:13]2)[cH:7]1)([C:25]([CH3:24])=[O:27])[C:30]([CH3:29])=[O:31].